From a dataset of the Open Reaction Database (ORD), a public repository of structured organic reaction records. describe an organic reaction: reactants, conditions, products, and yield The reactants are C1(CC1)N1C=C(C(C2=C(C(=C(C(=C12)F)F)F)NCCO)=O)C(=O)O (1-cyclopropyl-5-(2-hydroxyethylamino)-6,7,8-trifluoro-1,4-dihydro-4-oxoquinoline-3carboxylic acid), NC1=C2CNCC2=CC=C1 (4-aminoisoindoline), C1CCC2=NCCCN2CC1 (DBU). Run in CN(C)C=O (DMF). Yields the product NC1=C2CN(CC2=CC=C1)C1=C(C(=C2C(C(=CN(C2=C1F)C1CC1)C(=O)O)=O)NCCO)F (7-(4-amino-2-isoindolinyl)-1-cyclopropyl-5-(2- hydroxyethylamino)-6,8-difluoro-1,4-dihydro-4-oxoquinoline-3-carboxylic acid). Isolated yield 35.5%. Reaction SMILES: [CH:1]1([N:4]2[C:13]3[C:8](=[C:9]([NH:17][CH2:18][CH2:19][OH:20])[C:10]([F:16])=[C:11](F)[C:12]=3[F:14])[C:7](=[O:21])[C:6]([C:22]([OH:24])=[O:23])=[CH:5]2)[CH2:3][CH2:2]1.[NH2:25][C:26]1[CH:34]=[CH:33][CH:32]=[C:31]2[C:27]=1[CH2:28][NH:29][CH2:30]2.C1CCN2C(=NCCC2)CC1>CN(C=O)C>[NH2:25][C:26]1[CH:34]=[CH:33][CH:32]=[C:31]2[C:27]=1[CH2:28][N:29]([C:11]1[C:12]([F:14])=[C:13]3[C:8]([C:7](=[O:21])[C:6]([C:22]([OH:24])=[O:23])=[CH:5][N:4]3[CH:1]3[CH2:2][CH2:3]3)=[C:9]([NH:17][CH2:18][CH2:19][OH:20])[C:10]=1[F:16])[CH2:30]2. Procedure details: 205 mg of 1-cyclopropyl-5-(2-hydroxyethylamino)-6,7,8-trifluoro-1,4-dihydro-4-oxoquinoline-3carboxylic acid, 100 mg of 4-aminoisoindoline, 182 mg of DBU, and 1.5 ml of anhydrous DMF were processed in the same manner as in Example 20 to produce 97 mg of the target compound. Starting materials: BrC1=C(C=CC(=C1)I)OC (2-bromo-4-iodoanisole), N1CCOCC1 (morpholine), C(C)(C)(C)P(C(C)(C)C)C(C)(C)C (tri-tert-butyl phosphine), CC(C)([O-])C.[Na+] (sodium tert-butoxide). Reagents/catalysts: C(C)(=O)[O-].[Pd+2].C(C)(=O)[O-] (palladium acetate). Reported procedure: Under nitrogen atmosphere, to a solution of 20.0 g of 2-bromo-4-iodoanisole in toluene (250 ml) was added morpholine (6.12 ml), 1.29 g of tri-tert-butyl phosphine, 13.5 g of sodium tert-butoxide, and 359 mg of palladium acetate (II), and the reaction mixture was stirred for two hours at 45° C. Water and EtOAc were added to the reaction solution, liquid separation was performed and the aqueous layer was extracted with EtOAc. The combined organic layer was washed with saturated brine, dried over M... Reaction conditions: temperature 45 celsius, time 2 hour. As a reaction SMILES: [Br:1][C:2]1[CH:7]=[C:6](I)[CH:5]=[CH:4][C:3]=1[O:9][CH3:10].[NH:11]1[CH2:16][CH2:15][O:14][CH2:13][CH2:12]1.C(P(C(C)(C)C)C(C)(C)C)(C)(C)C.CC(C)([O-])C.[Na+]>C1(C)C=CC=CC=1.C([O-])(=O)C.[Pd+2].C([O-])(=O)C.CCOC(C)=O.O>[Br:1][C:2]1[CH:7]=[C:6]([N:11]2[CH2:16][CH2:15][O:14][CH2:13][CH2:12]2)[CH:5]=[CH:4][C:3]=1[O:9][CH3:10] |f:3.4,6.7.8|. The product is BrC=1C=C(C=CC1OC)N1CCOCC1 (4-(3-bromo-4-methoxyphenyl) morpholine). Run in C1(=CC=CC=C1)C (toluene), CCOC(=O)C (EtOAc), O (Water). Starting materials: C1(CCCC1)CCCC=O (4-Cyclopentyl-butyraldehyde), [BH4-].[Na+] (sodium borohydride). Run in C(C)O (ethanol). Run at time 3 day. The product is C1(CCCC1)CCCCO (4-cyclopentyl-butan-1-ol). The yield is 62.7%. Reaction SMILES: [CH:1]1([CH2:6][CH2:7][CH2:8][CH:9]=[O:10])[CH2:5][CH2:4][CH2:3][CH2:2]1.[BH4-].[Na+]>C(O)C>[CH:1]1([CH2:6][CH2:7][CH2:8][CH2:9][OH:10])[CH2:5][CH2:4][CH2:3][CH2:2]1 |f:1.2|. Procedure: 4-Cyclopentyl-butyraldehyde (4.9 g, 35 mmol) was taken up in ethanol (100 mL) and treated slowly with sodium borohydride (1.72 g, 4.54 mmol). The reaction was stirred for three days and quenched with water (10 mL). The reaction was diluted with dichloromethane (200 mL) and washed with water (2×100 mL). The organic phase was dried (MgSO4), filtered, and concentrated to yield an oil. The product was passed through a pad of silica to yield 4-cyclopentyl-butan-1-ol as a colorless oil (3.12 g, 63%). The reactants are C(C1=CC=CC=C1)OC=1C(=NC(=CC1)Cl)C=1NC2=CC=CC(=C2C1)F (2-(3-(benzyloxy)-6-chloropyridin-2-yl)-4-fluoro-1H-indole), FC1=CC=C(C=C1)C=1OC2=C(C1C(=O)NC)C=C(C(=C2)N(S(=O)(=O)C)C)B2OC(C(O2)(C)C)(C)C (2-(4-fluorophenyl)-N-methyl-6-(N-methylmethylsulfonamido)-5-(4,4,5,5-tetramethyl-1,3,2-dioxaborolan-2-yl)benzofuran-3-carboxamide), [O-]P(=O)([O-])[O-].[K+].[K+].[K+].O (K3PO4.H2O), CC(C)C1=CC(=C(C(=C1)C(C)C)C2=C(C=CC=C2)P(C3CCCCC3)C4CCCCC4)C(C)C (X-Phos). The reagents and catalysts are C=1C=CC(=CC1)/C=C/C(=O)/C=C/C2=CC=CC=C2.C=1C=CC(=CC1)/C=C/C(=O)/C=C/C2=CC=CC=C2.C=1C=CC(=CC1)/C=C/C(=O)/C=C/C2=CC=CC=C2.[Pd].[Pd] (Pd2(dba)3). Run in O1CCOCC1.O (dioxane H2O), O (water). Conditions: temperature 80 celsius, time 2 hour. Yields the product C(C1=CC=CC=C1)OC=1C=CC(=NC1C=1NC2=CC=CC(=C2C1)F)C=1C(=CC2=C(C(=C(O2)C2=CC=C(C=C2)F)C(=O)NC)C1)N(S(=O)(=O)C)C (5-(5-(benzyloxy)-6-(4-fluoro-1H-indol-2-yl)pyridin-2-yl)-2-(4-fluorophenyl)-N-methyl-6-(N-methylmethylsulfonamido)benzofuran-3-carboxamide). Yield: 38.2%. As a reaction SMILES: [CH2:1]([O:8][C:9]1[C:10]([C:16]2[NH:17][C:18]3[C:23]([CH:24]=2)=[C:22]([F:25])[CH:21]=[CH:20][CH:19]=3)=[N:11][C:12](Cl)=[CH:13][CH:14]=1)[C:2]1[CH:7]=[CH:6][CH:5]=[CH:4][CH:3]=1.[F:26][C:27]1[CH:32]=[CH:31][C:30]([C:33]2[O:34][C:35]3[CH:45]=[C:44]([N:46]([CH3:51])[S:47]([CH3:50])(=[O:49])=[O:48])[C:43](B4OC(C)(C)C(C)(C)O4)=[CH:42][C:36]=3[C:37]=2[C:38]([NH:40][CH3:41])=[O:39])=[CH:29][CH:28]=1.[O-]P([O-])([O-])=O.[K+].[K+].[K+].O.CC(C1C=C(C(C)C)C(C2C=CC=CC=2P(C2CCCCC2)C2CCCCC2)=C(C(C)C)C=1)C>O1CCOCC1.O.O.C1C=CC(/C=C/C(/C=C/C2C=CC=CC=2)=O)=CC=1.C1C=CC(/C=C/C(/C=C/C2C=CC=CC=2)=O)=CC=1.C1C=CC(/C=C/C(/C=C/C2C=CC=CC=2)=O)=CC=1.[Pd].[Pd]>[CH2:1]([O:8][C:9]1[CH:14]=[CH:13][C:12]([C:43]2[C:44]([N:46]([CH3:51])[S:47]([CH3:50])(=[O:49])=[O:48])=[CH:45][C:35]3[O:34][C:33]([C:30]4[CH:31]=[CH:32][C:27]([F:26])=[CH:28][CH:29]=4)=[C:37]([C:38]([NH:40][CH3:41])=[O:39])[C:36]=3[CH:42]=2)=[N:11][C:10]=1[C:16]1[NH:17][C:18]2[C:23]([CH:24]=1)=[C:22]([F:25])[CH:21]=[CH:20][CH:19]=2)[C:2]1[CH:7]=[CH:6][CH:5]=[CH:4][CH:3]=1 |f:2.3.4.5.6,8.9,11.12.13.14.15|. Procedure: A mixture of 2-(3-(benzyloxy)-6-chloropyridin-2-yl)-4-fluoro-1H-indole (160 mg, 0.454 mmol), 2-(4-fluorophenyl)-N-methyl-6-(N-methylmethylsulfonamido)-5-(4,4,5,5-tetramethyl-1,3,2-dioxaborolan-2-yl)benzofuran-3-carboxamide (228 mg, 0.454 mmol), K3PO4.H2O (362 mg, 1.362 mmol), Pd2(dba)3 (21 mg, 0.023 mmol) and X-Phos (22 mg, 0.046 mmol) in dioxane/H2O (2 mL/0.4 mL) was stirred at 80° C. for 2 hours under N2 atmosphere. The mixture was then diluted with water (50 mL) and extracted with ethyl aceta... Reactants: [Cl-].[NH4+] (ammonium chloride), C(CCC)[Li] (n-butyllithium), BrC(C(Br)(F)F)(F)F (1,2-dibromotetrafluoroethane), C(C)(C)(C)OC(NC=1C(=NN2C1SC=C2)C)=O (tert-butyl(6-methylpyrazolo[5,1-b][1,3]thiazol-7-yl)carbamate). The solvent is O1CCCC1 (tetrahydrofuran). Reaction conditions: time 30 minute. Yields the product C(C)(C)(C)OC(NC=1C(=NN2C1SC=C2Br)C)=O (tert-Butyl(3-bromo-6-methylpyrazolo[5,1-b][1,3]thiazol-7-yl)carbamate). Isolated yield 91.1%. RXN SMILES: [C:1]([O:5][C:6](=[O:17])[NH:7][C:8]1[C:9]([CH3:16])=[N:10][N:11]2[CH:15]=[CH:14][S:13][C:12]=12)([CH3:4])([CH3:3])[CH3:2].C([Li])CCC.[Br:23]C(F)(F)C(F)(F)Br.[Cl-].[NH4+]>O1CCCC1>[C:1]([O:5][C:6](=[O:17])[NH:7][C:8]1[C:9]([CH3:16])=[N:10][N:11]2[C:15]([Br:23])=[CH:14][S:13][C:12]=12)([CH3:4])([CH3:3])[CH3:2] |f:3.4|. Reported procedure: A tetrahydrofuran (40 mL) solution of tert-butyl(6-methylpyrazolo[5,1-b][1,3]thiazol-7-yl)carbamate (1.20 g, 4.74 mmol) was cooled to −78° C., and n-butyllithium (1.57 M, 6.64 mL, 10.4 mmol) was added dropwise thereto, and the mixture was stirred for 30 minutes. Then, 1,2-dibromotetrafluoroethane (619 μl, 5.21 mmol) was added to the mixture, and the reaction mixture was warmed to room temperature, and stirred at room temperature for one hour. To the reaction mixture, a saturated aqueous solution... Reactants: COC(=O)c1ccccc1S, CO, C[O-], CI, [Na+]. The product is COC(=O)c1ccccc1SC. Reaction SMILES: [C:4]([c:5]1[c:6]([SH:7])[cH:8][cH:9][cH:10][cH:11]1)(=[O:12])[O:13][CH3:14].[CH3:17][OH:18].[CH3:1][O-:2].[I:15][CH3:16].[Na+:3]>>[CH3:1][S:7][c:6]1[c:5]([C:4](=[O:12])[O:13][CH3:14])[cH:11][cH:10][cH:9][cH:8]1. Reactants: OP(=O)(O)[O-].[K+] (KH2PO4), CO (MeOH), C(C)OC1=CC=C(C=C1)N=C=O (4-ethoxyphenyl isocyanate), NC1=NN(C2=CC(=C(C=C12)C1=CC=CC=C1)Cl)COCC[Si](C)(C)C (3-amino-5-phenyl-6-chloro-1-[(2-trimethylsilylethoxy)methyl]indazole). Run in C1CCOC1 (THF), 1/1. Reaction conditions: temperature 50 celsius. The product is ClC1=C(C=C2C(=NNC2=C1)NC(=O)NC1=CC=C(C=C1)OCC)C1=CC=CC=C1 (1-(6-chloro-5-phenyl-1H-indazol-3-yl)-3-(4-ethoxyphenyl)urea). Isolated yield 71.8%. As a reaction SMILES: [CH2:1]([O:3][C:4]1[CH:9]=[CH:8][C:7]([N:10]=[C:11]=[O:12])=[CH:6][CH:5]=1)[CH3:2].[NH2:13][C:14]1[C:22]2[C:17](=[CH:18][C:19]([Cl:29])=[C:20]([C:23]3[CH:28]=[CH:27][CH:26]=[CH:25][CH:24]=3)[CH:21]=2)[N:16](COCC[Si](C)(C)C)[N:15]=1.OP([O-])(O)=O.[K+].CO>C1COCC1>[Cl:29][C:19]1[CH:18]=[C:17]2[C:22]([C:14]([NH:13][C:11]([NH:10][C:7]3[CH:8]=[CH:9][C:4]([O:3][CH2:1][CH3:2])=[CH:5][CH:6]=3)=[O:12])=[N:15][NH:16]2)=[CH:21][C:20]=1[C:23]1[CH:28]=[CH:27][CH:26]=[CH:25][CH:24]=1 |f:2.3|. Reported procedure: 36.4 mg of 4-ethoxyphenyl isocyanate are added to 80 mg of 3-amino-5-phenyl-6-chloro-1-[(2-trimethylsilylethoxy)methyl]indazole in 1 ml of THF. The mixture is heated at 50° C. for 1 h and is then hydrolyzed in a saturated KH2PO4 solution and extracted with methylene chloride. After drying and evaporating, the crude product is purified by chromatography on silica with an AcOEt/hexane mixture. The product obtained is deprotected in 2 ml of a 1/1 MeOH/2N HCL mixture at reflux for 3 h. 62.5 mg of 1-... Starting materials: ClC1=CC(=C(C=C1)O)[N+](=O)[O-] (4-chloro-2-nitrophenol), C(C=C)Br (allyl bromide), C([O-])([O-])=O.[K+].[K+] (potassium carbonate). Run in CC(=O)C (acetone). Yields the product [N+](=O)([O-])C1=C(C(=CC(=C1)Cl)CC=C)O (2-nitro-4-chloro-6-allylphenol). The yield is 17.9%. RXN SMILES: [Cl:1][C:2]1[CH:7]=[CH:6][C:5]([OH:8])=[C:4]([N+:9]([O-:11])=[O:10])[CH:3]=1.[CH2:12](Br)[CH:13]=[CH2:14].C(=O)([O-])[O-].[K+].[K+]>CC(C)=O>[N+:9]([C:4]1[CH:3]=[C:2]([Cl:1])[CH:7]=[C:6]([CH2:14][CH:13]=[CH2:12])[C:5]=1[OH:8])([O-:11])=[O:10] |f:2.3.4|. Reported procedure: A mixture of 4-chloro-2-nitrophenol (100 g), allyl bromide (69.7 g), and potassium carbonate (95.5 g) in acetone (1 L) was refluxed for 6 hours. After cooling to room temperature and filtration, the filtrate was concentrated to give a residue. The residue was extracted with dichloromethane. The organic layer was washed with water, dried over MgSO4, and concentrated in vacuo to give a crude product (110.9 g, 90%) which was used in the next step without purification. 42 g of the crude product was ... The reactants are BrC=1C(NC(NC1C)=O)=O (5-bromo-6-methyl-2,4(1H,3H)-pyrimidinedione), C(#N)C1=CC=C(C=C1)N1CCNCC1 (4-(4-cyanophenyl)piperazine), [F-].[K+] (potassium fluoride), C([O-])([O-])=O.[K+].[K+] (potassium carbonate), ice water. Solvent: CN(P(=O)(N(C)C)N(C)C)C (hexamethyl phosphoramide). Reaction conditions: temperature 140 celsius. The product is C(#N)C1=CC=C(C=C1)N1CCN(CC1)C=1C(NC(NC1C)=O)=O (5-[4-(4-cyanophenyl)-1-piperazinyl]-6-methyl-2,4-(1H,3H)-pyrimidinedione). The yield is 29.9%. Reaction SMILES: Br[C:2]1[C:3](=[O:10])[NH:4][C:5](=[O:9])[NH:6][C:7]=1[CH3:8].[C:11]([C:13]1[CH:18]=[CH:17][C:16]([N:19]2[CH2:24][CH2:23][NH:22][CH2:21][CH2:20]2)=[CH:15][CH:14]=1)#[N:12].[F-].[K+].C(=O)([O-])[O-].[K+].[K+]>CN(C)P(N(C)C)(N(C)C)=O>[C:11]([C:13]1[CH:14]=[CH:15][C:16]([N:19]2[CH2:24][CH2:23][N:22]([C:2]3[C:3](=[O:10])[NH:4][C:5](=[O:9])[NH:6][C:7]=3[CH3:8])[CH2:21][CH2:20]2)=[CH:17][CH:18]=1)#[N:12] |f:2.3,4.5.6|. Procedure details: A mixture of 20.5 g (0.10 mole) of 5-bromo-6-methyl-2,4(1H,3H)-pyrimidinedione, 18.1 g (0.10 mole) of 4-(4-cyanophenyl)piperazine, 6.4 g (0.11 mole) of anhydrous potassium fluoride, 15.2 g (0.1 mole) of powdered potassium carbonate in 100 ml of hexamethyl phosphoramide was heated at 140° C. for 24 hours. The mixture was cooled and poured into 500 ml of ice water. The solid was collected and washed with 100 ml of water. Recrystallization from N,N-dimethylformamide and drying in vacuo at 78° C. fo... Run in ClCCl (dichloromethane). The reactants are Cl.NC(C)(C)C1=CC=CC(=N1)C#N (6-(1-amino-1-methyl-ethyl)-pyridine-2-carbonitrile hydrochloride salt), C([O-])(O)=O.[Na+] (sodium bicarbonate). RXN SMILES: Cl.[NH2:2][C:3]([C:6]1[N:11]=[C:10]([C:12]#[N:13])[CH:9]=[CH:8][CH:7]=1)([CH3:5])[CH3:4].C(=O)(O)[O-].[Na+]>ClCCl>[NH2:2][C:3]([C:6]1[N:11]=[C:10]([C:12]#[N:13])[CH:9]=[CH:8][CH:7]=1)([CH3:4])[CH3:5] |f:0.1,2.3|. Procedure details: Partitioned 6-(1-amino-1-methyl-ethyl)-pyridine-2-carbonitrile hydrochloride salt (880 mg, 3.8 mmol) between dichloromethane and 10% aqueous sodium bicarbonate (10 mL). Separate the layers and extract with dichloromethane (3×10 mL). Dry the organic extracts (Na2SO4) and evaporate to give 6-(1-amino-1-methyl-ethyl)-pyridine-2-carbonitrile in quantitative yield. 1H NMR (400 MHz, CDCl3) δ 7.76-7.68 (m, 2H), 7.50 (d, J=7.5 Hz, 1H), 1.87-1.80 (m, 2H), 1.47 (s, 6H). Yields the product NC(C)(C)C1=CC=CC(=N1)C#N (6-(1-amino-1-methyl-ethyl)-pyridine-2-carbonitrile).